From a dataset of the Open Reaction Database (ORD), a public repository of structured organic reaction records. describe an organic reaction: reactants, conditions, products, and yield The reactants are C(C)OC(CC1=C(C=2N(N=C1C)C(=CC2)CC)C=2C=NC=C(C2)Br)=O (ethyl[4-(5-bromo-3-pyridinyl)-7-ethyl-2-methylpyrrolo[1,2-b]pyridazin-3-yl]acetate), [H-].[H-].[H-].[H-].[Li+].[Al+3] (LiAlH4), C(=O)([O-])C(O)C(O)C(=O)[O-].[Na+].[K+] (potassium sodium tartrate). Run in C1CCOC1 (THF). Conditions: temperature 0 celsius, time 2 hour. Product: BrC=1C=C(C=NC1)C=1C=2N(N=C(C1CCO)C)C(=CC2)CC (2-[4-(5-bromo-3-pyridinyl)-7-ethyl-2-methylpyrrolo[1,2-b]pyridazin-3-yl]ethanol). Yield: 45.8%. As a reaction SMILES: [H-].[H-].[H-].[H-].[Li+].[Al+3].C([O:9][C:10](=O)[CH2:11][C:12]1[C:17]([CH3:18])=[N:16][N:15]2[C:19]([CH2:22][CH3:23])=[CH:20][CH:21]=[C:14]2[C:13]=1[C:24]1[CH:25]=[N:26][CH:27]=[C:28]([Br:30])[CH:29]=1)C.C(C(C(C([O-])=O)O)O)([O-])=O.[Na+].[K+]>C1COCC1>[Br:30][C:28]1[CH:29]=[C:24]([C:13]2[C:14]3[N:15]([C:19]([CH2:22][CH3:23])=[CH:20][CH:21]=3)[N:16]=[C:17]([CH3:18])[C:12]=2[CH2:11][CH2:10][OH:9])[CH:25]=[N:26][CH:27]=1 |f:0.1.2.3.4.5,7.8.9|. Procedure details: To a suspension of LiAlH4 (113 mg) in THF (10 mL) was added ethyl[4-(5-bromo-3-pyridinyl)-7-ethyl-2-methylpyrrolo[1,2-b]pyridazin-3-yl]acetate (600 mg) under ice-water cooling and the mixture was stirred at 0° C. for 2 hours. To the mixture was added potassium sodium tartrate solution and the insolubles were filterred off. After evaporation of solvent, the residue was partitioned between AcOEt and water. The organic layer was separated, washed with brine, dried over MgSO4, and evaporated in vacu... Reactants: BrC=1C=CC(=C(C=O)C1)OC (5-bromo-2-methoxybenzaldehyde), BrC1=CC=C(C=C1)OCC (4-bromophenetole). Product: BrC1=CC(=C(C=C1)OC)CC1=CC=C(C=C1)OCC (1-bromo-3-(4-ethoxybenzyl)-4-methoxybenzene). RXN SMILES: [Br:1][C:2]1[CH:3]=[CH:4][C:5]([O:10][CH3:11])=[C:6]([CH:9]=1)[CH:7]=O.Br[C:13]1[CH:18]=[CH:17][C:16]([O:19][CH2:20][CH3:21])=[CH:15][CH:14]=1>>[Br:1][C:2]1[CH:3]=[CH:4][C:5]([O:10][CH3:11])=[C:6]([CH2:7][C:13]2[CH:18]=[CH:17][C:16]([O:19][CH2:20][CH3:21])=[CH:15][CH:14]=2)[CH:9]=1. Reported procedure: Preparation was performed in a similar manner as in Preparation Example 3 using 5-bromo-2-methoxybenzaldehyde and 4-bromophenetole.